Task: describe an organic reaction: reactants, conditions, products, and yield. Dataset: the Open Reaction Database (ORD), a public repository of structured organic reaction records Starting materials: C=CCBr, CCOC(=O)c1c(C(F)(F)F)nc(C(F)(F)F)c(C)c1O, [K+], [K+], O=C([O-])[O-], CN(C)C=O, O. Product: C=CCOc1c(C)c(C(F)(F)F)nc(C(F)(F)F)c1C(=O)OCC. Reaction SMILES: [CH2:28]([CH:29]=[CH2:30])[Br:31].[F:1][C:2]([c:3]1[n:4][c:5]([C:16]([F:17])([F:18])[F:19])[c:6]([CH3:15])[c:7]([OH:14])[c:8]1[C:9](=[O:10])[O:11][CH2:12][CH3:13])([F:20])[F:21].[K+:22].[K+:23].[O-:24][C:25]([O-:26])=[O:27].[O:33]=[CH:34][N:35]([CH3:36])[CH3:37].[OH2:32]>>[F:1][C:2]([c:3]1[n:4][c:5]([C:16]([F:17])([F:18])[F:19])[c:6]([CH3:15])[c:7]([O:14][CH2:30][CH:29]=[CH2:28])[c:8]1[C:9](=[O:10])[O:11][CH2:12][CH3:13])([F:20])[F:21]. The reactants are OCC1=CC=C(C=C1)NC(=O)C=1CCOC2=C(C1)C=C(C=C2)C2=CC=C(C=C2)C (N-(4-hydroxymethylphenyl)-7-(4-methylphenyl)-2,3-dihydro-1-benzoxepine-4-carboxamide), S(=O)(Cl)Cl (thionyl chloride). The reagents and catalysts are N1=CC=CC=C1 (pyridine). Solvent: C(Cl)(Cl)Cl (chloroform), O (water). Conditions: time 2 hour. The product is ClCC1=CC=C(C=C1)NC(=O)C=1CCOC2=C(C1)C=C(C=C2)C2=CC=C(C=C2)C (N-(4-chloromethylphenyl)-7-(4-methylphenyl)-2,3-dihydro-1-benzoxepine-4-carboxamide). The yield is 87.9%. Reaction SMILES: O[CH2:2][C:3]1[CH:8]=[CH:7][C:6]([NH:9][C:10]([C:12]2[CH2:13][CH2:14][O:15][C:16]3[CH:22]=[CH:21][C:20]([C:23]4[CH:28]=[CH:27][C:26]([CH3:29])=[CH:25][CH:24]=4)=[CH:19][C:17]=3[CH:18]=2)=[O:11])=[CH:5][CH:4]=1.S(Cl)([Cl:32])=O>N1C=CC=CC=1.C(Cl)(Cl)Cl.O>[Cl:32][CH2:2][C:3]1[CH:8]=[CH:7][C:6]([NH:9][C:10]([C:12]2[CH2:13][CH2:14][O:15][C:16]3[CH:22]=[CH:21][C:20]([C:23]4[CH:28]=[CH:27][C:26]([CH3:29])=[CH:25][CH:24]=4)=[CH:19][C:17]=3[CH:18]=2)=[O:11])=[CH:5][CH:4]=1. Procedure: To a solution of N-(4-hydroxymethylphenyl)-7-(4-methylphenyl)-2,3-dihydro-1-benzoxepine-4-carboxamide (412 mg, 1.07 mmol) and pyridine (1 drop) in chloroform (5 ml) was dropwise added thionyl chloride (0.14 ml, 1.61 mmol), and the mixture was stirred for 2 hours. The mixture was diluted with water and extracted with chloroform. The extract was washed with saturated sodium chloride solution and dried with magnesium sulfate. The solvent was evaporated, and the resulting powder was washed with hexa... Reactants: C(=O)(O)CN(CC(=O)O)C1=CC(=CC(=C1)OCCCCC(=O)OC)OCCCCCCCCCCCCCCCCCC (N-(carboxymethyl)-N-[3-(octadecyloxy)-5-[(5-methoxy-5-oxopentyl)oxy]phenyl]glycine), [OH-].[Na+] (NaOH). The solvent is CO (methanol). Yields the product C(=O)(O)CCCCOC=1C=C(C=C(C1)OCCCCCCCCCCCCCCCCCC)N(CC(=O)O)CC(=O)O (N-[3-(4-carboxybutoxy)-5-(octadecyloxy)phenyl]-N-(carboxymethyl)glycine). Yield: 91.9%. RXN SMILES: [C:1]([CH2:4][N:5]([C:10]1[CH:15]=[C:14]([O:16][CH2:17][CH2:18][CH2:19][CH2:20][C:21]([O:23]C)=[O:22])[CH:13]=[C:12]([O:25][CH2:26][CH2:27][CH2:28][CH2:29][CH2:30][CH2:31][CH2:32][CH2:33][CH2:34][CH2:35][CH2:36][CH2:37][CH2:38][CH2:39][CH2:40][CH2:41][CH2:42][CH3:43])[CH:11]=1)[CH2:6][C:7]([OH:9])=[O:8])([OH:3])=[O:2].[OH-].[Na+]>CO>[C:21]([CH2:20][CH2:19][CH2:18][CH2:17][O:16][C:14]1[CH:15]=[C:10]([N:5]([CH2:4][C:1]([OH:3])=[O:2])[CH2:6][C:7]([OH:9])=[O:8])[CH:11]=[C:12]([O:25][CH2:26][CH2:27][CH2:28][CH2:29][CH2:30][CH2:31][CH2:32][CH2:33][CH2:34][CH2:35][CH2:36][CH2:37][CH2:38][CH2:39][CH2:40][CH2:41][CH2:42][CH3:43])[CH:13]=1)([OH:23])=[O:22] |f:1.2|. Procedure details: A solution of 2.0 g (3.3 mmol) of N-(carboxymethyl)-N-[3-(octadecyloxy)-5-[(5-methoxy-5-oxopentyl)oxy]phenyl]glycine and 2.8 ml (16.5 mmol) of 6N NaOH in 100 ml of methanol was stirred at reflux under argon for 16 hours. After cooling to room temperature, the precipitated sodium salt was removed by filtration, dissolved in 300 ml of water and the mixture was acidified with 4 ml of 6N HCl. The product was extracted with ethyl acetate and the dried extract was concentrated at reduced pressure to a... Starting materials: FC1=NC=CC(=C1N1C=CC=C1)C (2-Fluoro-4-methyl-3-(1H-pyrrol-1-yl)pyridine), N (ammonia), ice. Reaction conditions: temperature 150 celsius. The product is CC1=C(C(=NC=C1)N)N1C=CC=C1 (4-Methyl-3-(1H-pyrrol-1-yl)pyridine-2-amine). The yield is 76.0%. As a reaction SMILES: F[C:2]1[C:7]([N:8]2[CH:12]=[CH:11][CH:10]=[CH:9]2)=[C:6]([CH3:13])[CH:5]=[CH:4][N:3]=1.[NH3:14]>>[CH3:13][C:6]1[CH:5]=[CH:4][N:3]=[C:2]([NH2:14])[C:7]=1[N:8]1[CH:12]=[CH:11][CH:10]=[CH:9]1. Reported procedure: 2-Fluoro-4-methyl-3-(1H-pyrrol-1-yl)pyridine (3.9 g, 22.1 mmol) was dissolved in 80 mL of ammonia solution (7N in MeOH) in a sealed tube (350 mL). The mixture was heated at 150° C. for 2 days protected with a blast shield. The mixture was cooled to room temperature, then cooled in the ice for minutes. The filtrate was evaporated to dryness and purified by flash chromatography (EtOAc/Hexanes=1:1, Rf=0.5) to give 2.9 g (76%) white solid. 1H NMR (400 MHz, CDCl3) δ 7.96 (d, J=5.1 Hz, 1H) 6.67 (t, J=... The reactants are [Cl-].COC[P+](C1=CC=CC=C1)(C1=CC=CC=C1)C1=CC=CC=C1 (methoxymethyltriphenylphosphonium chloride), C(CCC)[Li] (butyl lithium), BrC=1C=C(C=NC1)C(C)=O (1-(5-bromopyridin-3-yl)ethanone). The solvent is C1CCOC1 (THF), C1CCOC1 (THF). Reaction conditions: temperature -78 celsius. The product is BrC=1C=NC=C(C1)C(=COC)C (3-bromo-5-(1-methoxyprop-1-en-2-yl)pyridine). The yield is 54.8%. As a reaction SMILES: [Cl-].[CH3:2][O:3][CH2:4][P+](C1C=CC=CC=1)(C1C=CC=CC=1)C1C=CC=CC=1.C([Li])CCC.[Br:29][C:30]1[CH:31]=[C:32]([C:36](=O)[CH3:37])[CH:33]=[N:34][CH:35]=1>C1COCC1>[Br:29][C:30]1[CH:35]=[N:34][CH:33]=[C:32]([C:36]([CH3:37])=[CH:2][O:3][CH3:4])[CH:31]=1 |f:0.1|. Reported procedure: To a solution of methoxymethyltriphenylphosphonium chloride (20.57 g, 60 mmol) in THF at −78° C. was added slowly butyl lithium (1.6 M in hexanes, 37.5 mL). The resulting mixture was further stirred for 45 min to room temperature. After the reaction was cooled down to −78° C., 1-(5-bromopyridin-3-yl)ethanone (Aldich) (8 g, 40 mmol) in THF was added to the reaction mixture. The resulting solution was stirred from −78° C. to room temperature for overnight, then quenched with saturated aqueous NH4C...